Dataset: the Open Reaction Database (ORD), a public repository of structured organic reaction records. Task: describe an organic reaction: reactants, conditions, products, and yield Starting materials: C#Cc1ccco1, C1CCOC1, COc1cc(C=O)cc(OC)c1OC, [Li]CCCC. Yields the product COc1cc(C(=O)C#Cc2ccco2)cc(OC)c1OC. Reaction SMILES: [C:1](#[CH:2])[c:3]1[o:4][cH:5][cH:6][cH:7]1.[CH2:27]1[O:28][CH2:29][CH2:30][CH2:31]1.[CH3:13][O:14][c:15]1[cH:16][c:17]([CH:18]=[O:19])[cH:20][c:21]([O:25][CH3:26])[c:22]1[O:23][CH3:24].[CH3:8][CH2:9][CH2:10][CH2:11][Li:12]>>[C:1](#[C:2][C:18]([c:17]1[cH:16][c:15]([O:14][CH3:13])[c:22]([O:23][CH3:24])[c:21]([O:25][CH3:26])[cH:20]1)=[O:19])[c:3]1[o:4][cH:5][cH:6][cH:7]1. Starting materials: COC(CC=1C=C(C(=CC1)OC)C1=C(C=C(C=C1)C(F)(F)F)CNCC)=O ((2′-ethylaminomethyl-6-methoxy-4′-trifluoromethyl-biphenyl-3-yl)-acetic acid methyl ester), O(C1=CC=CC=C1)C(C(=O)Cl)C (2-phenoxypropionyl chloride). Yields the product C(C)N(C(C(C)OC1=CC=CC=C1)=O)CC1=C(C=CC(=C1)C(F)(F)F)C1=CC(=CC=C1OC)CC(=O)O ((2′-{[Ethyl-(2-phenoxy-propionyl)-amino]-methyl}-6-methoxy-4′-trifluoromethyl-biphenyl-3-yl)-acetic acid). RXN SMILES: C[O:2][C:3](=[O:27])[CH2:4][C:5]1[CH:6]=[C:7]([C:13]2[CH:18]=[CH:17][C:16]([C:19]([F:22])([F:21])[F:20])=[CH:15][C:14]=2[CH2:23][NH:24][CH2:25][CH3:26])[C:8]([O:11][CH3:12])=[CH:9][CH:10]=1.[O:28]([CH:35]([CH3:39])[C:36](Cl)=[O:37])[C:29]1[CH:34]=[CH:33][CH:32]=[CH:31][CH:30]=1>>[CH2:25]([N:24]([CH2:23][C:14]1[CH:15]=[C:16]([C:19]([F:20])([F:22])[F:21])[CH:17]=[CH:18][C:13]=1[C:7]1[C:8]([O:11][CH3:12])=[CH:9][CH:10]=[C:5]([CH2:4][C:3]([OH:2])=[O:27])[CH:6]=1)[C:36](=[O:37])[CH:35]([O:28][C:29]1[CH:30]=[CH:31][CH:32]=[CH:33][CH:34]=1)[CH3:39])[CH3:26]. Procedure details: (2′-{[Ethyl-(2-phenoxy-propionyl)-amino]-methyl}-6-methoxy-4′-trifluoromethyl-biphenyl-3-yl)-acetic acid (Compound 1-45) was prepared by following the procedures outlined in Example 1 and using (2′-ethylaminomethyl-6-methoxy-4′-trifluoromethyl-biphenyl-3-yl)-acetic acid methyl ester and 2-phenoxypropionyl chloride.